From a dataset of the Open Reaction Database (ORD), a public repository of structured organic reaction records. describe an organic reaction: reactants, conditions, products, and yield Starting materials: COC(=O)c1cc(Oc2ccc(N)cc2F)ccn1, CC(C)=O, O=C(Cl)OCc1ccccc1, [Na+], O, O=C([O-])O. Yields the product COC(=O)c1cc(Oc2ccc(NC(=O)OCc3ccccc3)cc2F)ccn1. As a reaction SMILES: [CH3:1][O:2][C:3](=[O:4])[c:5]1[n:6][cH:7][cH:8][c:9]([O:11][c:12]2[c:13]([F:19])[cH:14][c:15]([NH2:18])[cH:16][cH:17]2)[cH:10]1.[CH3:36][C:37](=[O:38])[CH3:39].[Cl:25][C:26](=[O:27])[O:28][CH2:29][c:30]1[cH:31][cH:32][cH:33][cH:34][cH:35]1.[Na+:20].[OH2:40].[OH:21][C:22](=[O:23])[O-:24]>>[CH3:1][O:2][C:3](=[O:4])[c:5]1[n:6][cH:7][cH:8][c:9]([O:11][c:12]2[c:13]([F:19])[cH:14][c:15]([NH:18][C:26](=[O:27])[O:28][CH2:29][c:30]3[cH:31][cH:32][cH:33][cH:34][cH:35]3)[cH:16][cH:17]2)[cH:10]1. Isolated yield 96.8%. Solvent: C(C)O (ethanol), [OH-].[Na+] (NaOH). Reaction SMILES: C(OC(=O)CCC1C(C)=CC(C2N=C(C3SC(C=O)=C(C)C=3)ON=2)=CC=1CC)C.C(NC)(C)C.C(O[BH-](OC(=O)C)OC(=O)C)(=O)C.[Na+].C(O)=O.C([O:54][C:55](=[O:84])[CH2:56][CH2:57][C:58]1[C:63]([CH3:64])=[CH:62][C:61]([C:65]2[N:69]=[C:68]([C:70]3[S:71][C:72]([CH2:76][N:77]([CH:79]([CH3:81])[CH3:80])[CH3:78])=[C:73]([CH3:75])[CH:74]=3)[O:67][N:66]=2)=[CH:60][C:59]=1[CH2:82][CH3:83])C>C(O)C.[OH-].[Na+]>[CH2:82]([C:59]1[CH:60]=[C:61]([C:65]2[N:69]=[C:68]([C:70]3[S:71][C:72]([CH2:76][N:77]([CH:79]([CH3:81])[CH3:80])[CH3:78])=[C:73]([CH3:75])[CH:74]=3)[O:67][N:66]=2)[CH:62]=[C:63]([CH3:64])[C:58]=1[CH2:57][CH2:56][C:55]([OH:84])=[O:54])[CH3:83] |f:2.3,4.5,7.8|. Starting materials: C(=O)O.C(C)OC(CCC1=C(C=C(C=C1C)C1=NOC(=N1)C=1SC(=C(C1)C)CN(C)C(C)C)CC)=O (3-[2-Ethyl-4-(5-{5-[(isopropyl-methyl-amino)-methyl]-4-methyl-thiophen-2-yl}-[1,2,4]oxadiazol-3-yl)-6-methyl-phenyl]-propionic acid ethyl ester formate salt), C(C)OC(CCC1=C(C=C(C=C1C)C1=NOC(=N1)C=1SC(=C(C1)C)C=O)CC)=O (3-{2-ethyl-4-[5-(5-formyl-4-methyl-thiophen-2-yl)-[1,2,4]oxadiazol-3-yl]-6-methyl-phenyl}-propionic acid ethyl ester), C(C)(C)NC (N-isopropyl-methylamine), C(C)(=O)O[BH-](OC(C)=O)OC(C)=O.[Na+] (sodium triacetoxyborohydride). The product is C(C)C1=C(C(=CC(=C1)C1=NOC(=N1)C=1SC(=C(C1)C)CN(C)C(C)C)C)CCC(=O)O (3-[2-Ethyl-4-(5-{5-[(isopropyl-methyl-amino)-methyl]-4-methyl-thiophen-2-yl}-[1,2,4]oxadiazol-3-yl)-6-methyl-phenyl]-propionic acid). Reported procedure: 3-[2-Ethyl-4-(5-{5-[(isopropyl-methyl-amino)-methyl]-4-methyl-thiophen-2-yl}-[1,2,4]oxadiazol-3-yl)-6-methyl-phenyl]-propionic acid ethyl ester formate salt (86 mg) is obtained as a pale yellow oil starting from 3-{2-ethyl-4-[5-(5-formyl-4-methyl-thiophen-2-yl)-[1,2,4]oxadiazol-3-yl]-6-methyl-phenyl}-propionic acid ethyl ester (100 mg, 0.242 mmol) and N-isopropyl-methylamine (709 mg, 9.70 mmol) using two portions of sodium triacetoxyborohydride (171 mg, 0.727 mmol) and following Method C; LC-MS:... Reactants: FC(F)(c1ccc(Cl)nn1)c1nnc2ccc(Br)cn12, COc1ccc(CN)c(OC)c1, CC(C)O, [Na+], O=C([O-])O. Yields the product COc1ccc(CNc2ccc(C(F)(F)c3nnc4ccc(Br)cn34)nn2)c(OC)c1. Reaction SMILES: [Br:1][c:2]1[cH:3][cH:4][c:5]2[n:6]([cH:7]1)[c:8]([C:11]([F:12])([F:13])[c:14]1[n:15][n:16][c:17]([Cl:20])[cH:18][cH:19]1)[n:9][n:10]2.[CH3:21][O:22][c:23]1[c:24]([CH2:31][NH2:32])[cH:25][cH:26][c:27]([O:29][CH3:30])[cH:28]1.[CH:38]([OH:39])([CH3:40])[CH3:41].[Na+:37].[O-:33][C:34]([OH:35])=[O:36]>>[Br:1][c:2]1[cH:3][cH:4][c:5]2[n:6]([cH:7]1)[c:8]([C:11]([F:12])([F:13])[c:14]1[n:15][n:16][c:17]([NH:32][CH2:31][c:24]3[c:23]([O:22][CH3:21])[cH:28][c:27]([O:29][CH3:30])[cH:26][cH:25]3)[cH:18][cH:19]1)[n:9][n:10]2. Starting materials: CNC (dimethyl-amine), C(C)NC(=O)C1=NC(=CC=C1)Br (6-bromo-pyridine-2-carboxylic acid ethylamide). Yields the product C(C)NC(=O)C1=NC(=CC=C1)N(C)C (6-Dimethylamino-pyridine-2-carboxylic acid ethylamide). Reaction SMILES: [CH3:1][NH:2][CH3:3].[CH2:4]([NH:6][C:7]([C:9]1[CH:14]=[CH:13][CH:12]=[C:11](Br)[N:10]=1)=[O:8])[CH3:5]>>[CH2:4]([NH:6][C:7]([C:9]1[CH:14]=[CH:13][CH:12]=[C:11]([N:2]([CH3:3])[CH3:1])[N:10]=1)=[O:8])[CH3:5]. Procedure: prepared by reaction of dimethyl-amine with 6-bromo-pyridine-2-carboxylic acid ethylamide Starting materials: CC(C)c1noc(N2CCC(COS(C)(=O)=O)CC2)n1, CSc1ccc(-c2ccc(O)cn2)cc1, [K+], [K+], O=C([O-])[O-], CN(C)C=O, O. Product: CSc1ccc(-c2ccc(OCC3CCN(c4nc(C(C)C)no4)CC3)cn2)cc1. As a reaction SMILES: [CH3:16][S:17]([O:18][CH2:21][CH:22]1[CH2:23][CH2:24][N:25]([c:28]2[n:29][c:30]([CH:33]([CH3:34])[CH3:35])[n:31][o:32]2)[CH2:26][CH2:27]1)(=[O:19])=[O:20].[CH3:1][S:2][c:3]1[cH:4][cH:5][c:6](-[c:9]2[cH:10][cH:11][c:12]([OH:15])[cH:13][n:14]2)[cH:7][cH:8]1.[K+:36].[K+:37].[O-:38][C:39]([O-:40])=[O:41].[O:42]=[CH:43][N:44]([CH3:45])[CH3:46].[OH2:47]>>[CH3:1][S:2][c:3]1[cH:4][cH:5][c:6](-[c:9]2[cH:10][cH:11][c:12]([O:15][CH2:21][CH:22]3[CH2:23][CH2:24][N:25]([c:28]4[n:29][c:30]([CH:33]([CH3:34])[CH3:35])[n:31][o:32]4)[CH2:26][CH2:27]3)[cH:13][n:14]2)[cH:7][cH:8]1. Starting materials: CCOC(C)=O, COc1ccc(C(=O)Cl)cc1, CCCCCC, Cc1c(C)c2c(c(C)c1N)C(c1ccc(C(C)C)cc1)C(C)(C)O2. Product: COc1ccc(C(=O)Nc2c(C)c(C)c3c(c2C)C(c2ccc(C(C)C)cc2)C(C)(C)O3)cc1. As a reaction SMILES: [C:42]([O:43][CH2:44][CH3:45])(=[O:46])[CH3:47].[CH3:25][O:26][c:27]1[cH:28][cH:29][c:30]([C:31](=[O:32])[Cl:33])[cH:34][cH:35]1.[CH3:36][CH2:37][CH2:38][CH2:39][CH2:40][CH3:41].[CH:1]([CH3:2])([CH3:3])[c:4]1[cH:5][cH:6][c:7]([CH:10]2[C:11]([CH3:23])([CH3:24])[O:12][c:13]3[c:14]2[c:15]([CH3:22])[c:16]([NH2:21])[c:17]([CH3:20])[c:18]3[CH3:19])[cH:8][cH:9]1>>[CH:1]([CH3:2])([CH3:3])[c:4]1[cH:5][cH:6][c:7]([CH:10]2[C:11]([CH3:23])([CH3:24])[O:12][c:13]3[c:14]2[c:15]([CH3:22])[c:16]([NH:21][C:31]([c:30]2[cH:29][cH:28][c:27]([O:26][CH3:25])[cH:35][cH:34]2)=[O:32])[c:17]([CH3:20])[c:18]3[CH3:19])[cH:8][cH:9]1. The yield is 95.0%. Solvent: C(C)O (ethanol). Product: CNCC1=CC=C(C=C1)OC=1C=NC(=NC1)C(F)(F)F (N-Methyl-N-[(4-{[2-(trifluoromethyl)pyrimidin-5-yl]oxy}phenyl)methyl]amine). Starting materials: FC(C1=NC=C(C=N1)OC1=CC=C(C=O)C=C1)(F)F (4-{[2-(Trifluoromethyl)pyrimidin-5-yl]oxy}benzaldehyde), CN (methylamine). Conditions: time 30 minute. RXN SMILES: [F:1][C:2]([F:19])([F:18])[C:3]1[N:8]=[CH:7][C:6]([O:9][C:10]2[CH:17]=[CH:16][C:13]([CH:14]=O)=[CH:12][CH:11]=2)=[CH:5][N:4]=1.[CH3:20][NH2:21]>C(O)C>[CH3:20][NH:21][CH2:14][C:13]1[CH:16]=[CH:17][C:10]([O:9][C:6]2[CH:5]=[N:4][C:3]([C:2]([F:19])([F:18])[F:1])=[N:8][CH:7]=2)=[CH:11][CH:12]=1. Reported procedure: 4-{[2-(Trifluoromethyl)pyrimidin-5-yl]oxy}benzaldehyde was stirred with 33% methylamine in 95% ethanol (30 mL) at reflux for 1 hour and then concentrated. The residue was re-dissolved in 95% ethanol, 10% palladium/carbon was added, and the mixture was hydrogenated at room temperature under atmospheric pressure for 30 minutes. The reaction was performed on a 5.0 mmol scale with a yield of 95%. The reactants are C(C)(C)(C)OC(=O)NCCC1=NC=CC=C1 (2-[2-(N-t-butoxycarbonylamino)ethyl]-pyridine), [H-].[Na+] (sodium hydride), ice water, [Cl-].[Na+] (sodium chloride), CI (Methyl iodide). The solvent is CN(C=O)C (N,N-dimethylformamide), CN(C=O)C (N,N-dimethylformamide). Run at temperature 0 celsius, time 1 hour. Product: C(C)(C)(C)OC(=O)N(C)CCC1=NC=CC=C1 (2-[2-(N-t-butoxycarbonyl-N-methylamino)ethyl]-pyridine). Isolated yield 76.8%. As a reaction SMILES: [C:1]([O:5][C:6]([NH:8][CH2:9][CH2:10][C:11]1[CH:16]=[CH:15][CH:14]=[CH:13][N:12]=1)=[O:7])([CH3:4])([CH3:3])[CH3:2].[H-].[Na+].[CH3:19]I.[Cl-].[Na+]>CN(C)C=O>[C:1]([O:5][C:6]([N:8]([CH2:9][CH2:10][C:11]1[CH:16]=[CH:15][CH:14]=[CH:13][N:12]=1)[CH3:19])=[O:7])([CH3:4])([CH3:2])[CH3:3] |f:1.2,4.5|. Reported procedure: A solution of 2-[2-(N-t-butoxycarbonylamino)ethyl]-pyridine (1.8 g) in N,N-dimethylformamide (7 ml) was added dropwise to a suspension of sodium hydride (0.39 g) in N,N-dimethylformamide (7 ml) which was cooled at 0° C. The mixture was stirred at 0° C. for 1 hour. Methyl iodide (1.4 g) was added to this solution at the same temperature. After stirring at 0° C. for 1 hour and at ambient temperature for 2 hours, the mixture was poured into ice water, saturated with sodium chloride, and extracted w... The reactants are ClC=1C(=C(C=CC1)N)[N+](=O)[O-] (3-chloro-2-nitro-phenylamine), [NH4+].[Cl-] (NH4Cl), CC(=O)C (acetone). Reagents/catalysts: [Zn] (zinc). Solvent: O (water). Run at temperature 23 celsius, time 2 hour. Product: ClC1=C(C(=CC=C1)N)N (3-Chloro-benzene-1,2-diamine). Isolated yield 70.1%. As a reaction SMILES: [Cl:1][C:2]1[C:3]([N+:9]([O-])=O)=[C:4]([NH2:8])[CH:5]=[CH:6][CH:7]=1.[NH4+].[Cl-].CC(C)=O>[Zn].O>[Cl:1][C:2]1[CH:7]=[CH:6][CH:5]=[C:4]([NH2:8])[C:3]=1[NH2:9] |f:1.2|. Procedure: To a solution of 3-chloro-2-nitro-phenylamine (1.73 g, 10.0 mmol), NH4Cl (2.68 g, 50.0 mmol), acetone (40 mL) and water (10 mL), was added zinc powder portion-wise (three equal portions over 5 minutes) (3.26 g, 50.0 mmol) at 0° C. The mixture was stirred for 2 h then warmed to 23° C. The mixture was filtered through Celite® and the solvents were concentrated under reduced pressure. The mixture was re-dissolved in EtOAc/DCM and filtered a second time through Celite® and the solvents were evaporat...